This data is from the Open Reaction Database (ORD), a public repository of structured organic reaction records. The task is: describe an organic reaction: reactants, conditions, products, and yield Reactants: [N+](=O)([O-])C=1C=C(C=CC1[N+](=O)[O-])O (3,4-dinitrophenol), C(C1=CC=CC=C1)Br (benzyl bromide), C([O-])([O-])=O.[K+].[K+] (potassium carbonate). The solvent is CN(C=O)C (dimethylformamide). Reaction conditions: time 24 hour. The product is C(C1=CC=CC=C1)OC1=CC(=C(C=C1)[N+](=O)[O-])[N+](=O)[O-] (4-benzyloxy-1,2-dinitrobenzene). RXN SMILES: [N+:1]([C:4]1[CH:5]=[C:6]([OH:13])[CH:7]=[CH:8][C:9]=1[N+:10]([O-:12])=[O:11])([O-:3])=[O:2].[CH2:14](Br)[C:15]1[CH:20]=[CH:19][CH:18]=[CH:17][CH:16]=1.C(=O)([O-])[O-].[K+].[K+]>CN(C)C=O>[CH2:14]([O:13][C:6]1[CH:7]=[CH:8][C:9]([N+:10]([O-:12])=[O:11])=[C:4]([N+:1]([O-:3])=[O:2])[CH:5]=1)[C:15]1[CH:20]=[CH:19][CH:18]=[CH:17][CH:16]=1 |f:2.3.4|. Procedure details: A stirred solution of 3,4-dinitrophenol (1 g) in dimethylformamide (30 mL) was treated with benzyl bromide (723 μL) and potassium carbonate (1.13 g). The reaction mixture was stirred at ambient temperature for 24 hours and then partitioned between ethyl acetate and water. The organic layer was washed with brine, then dried over magnesium sulfate and then evaporated. The residue was subjected to flash column chromatography on silica eluting with a mixture of ethyl acetate and hexane (1:4, v/v) to... The yield is 96.6%. The solvent is C(Cl)(Cl)Cl (chloroform). Reported procedure: Ethyl acrylate (326 g) and chloroform (2 l) were added to 1-formylpiperazine (320 g) and the mixture was stirred at room temperature for 3 days. The solvent was distilled off under reduced pressure to give crude 4-ethoxycarbonylethyl-1-formylpiperazine (580 g). Reactants: C(C=C)(=O)OCC (Ethyl acrylate), C(=O)N1CCNCC1 (1-formylpiperazine). The product is C(C)OC(=O)CCN1CCN(CC1)C=O (4-ethoxycarbonylethyl-1-formylpiperazine). Run at time 3 day. As a reaction SMILES: [C:1]([O:5][CH2:6][CH3:7])(=[O:4])[CH:2]=[CH2:3].[CH:8]([N:10]1[CH2:15][CH2:14][NH:13][CH2:12][CH2:11]1)=[O:9]>C(Cl)(Cl)Cl>[CH2:6]([O:5][C:1]([CH2:2][CH2:3][N:13]1[CH2:14][CH2:15][N:10]([CH:8]=[O:9])[CH2:11][CH2:12]1)=[O:4])[CH3:7]. As a reaction SMILES: [Cl:1][C:2]1[CH:3]=[C:4]([OH:10])[CH:5]=[CH:6][C:7]=1[O:8][CH3:9].C1N2CN3CN(C2)CN1C3.FC(F)(F)[C:23](O)=[O:24]>>[Cl:1][C:2]1[C:7]([O:8][CH3:9])=[CH:6][C:5]([CH:23]=[O:24])=[C:4]([OH:10])[CH:3]=1. Starting materials: ClC=1C=C(C=CC1OC)O (3-chloro-4-methoxy-phenol), C1N2CN3CN1CN(C2)C3 (hexamethylene tetramine), FC(C(=O)O)(F)F (trifluoroacetic acid). Reported procedure: The above prepared 3-chloro-4-methoxy-phenol (2.379 g, 13.5 mmol, corrected for purity) was dissolved in 21 mL of trifluoroacetic acid and treated with hexamethylene tetramine (2.313 g, 1.25 eq.), and the mixture was then stirred at 85° C. over night. Cooling, pouring onto crashed ice, twofold extraction with AcOEt, washing with water, drying over sodium sulfate, and evaporation of the solvents, followed by flash chromatography (SiO2, heptane/AcOiPr=82/18), followed by crystallization from hepta... Conditions: temperature 85 celsius. Yields the product ClC1=CC(=C(C=O)C=C1OC)O (4-Chloro-2-hydroxy-5-methoxy-benzaldehyde). Reactants: C(C(CO)(CO)N)O (trisamine), TEA, ClC1=NC=CC(=N1)C=1C(=NN2C1C=CC=C2)C=2C=C(C=CC2)N ({3-[3-(2-chloro-4-pyrimidinyl)pyrazolo[1,5-a]pyridin-2-yl]phenyl}amine), TEA, S1C(=CC=C1)CC(=O)Cl (2-thiopheneacetyl chloride). Run in C1CCOC1 (THF). Conditions: time 15 minute. The product is O1C=NC=C1C=1C=C(C=CC1)NC1=NC=CC(=N1)C=1C(=NN2C1C=CC=C2)C=2C=C(C=CC2)NC(CC=2SC=CC2)=O (N-{3-[3-(2-{[3-(1,3-Oxazol-5-yl)phenyl]amino}-4-pyrimidinyl)pyrazolo[1,5-a]pyridin-2-yl]phenyl}-2-(2-thienyl)acetamide). Isolated yield 98.0%. As a reaction SMILES: Cl[C:2]1[N:7]=[C:6]([C:8]2[C:9]([C:17]3[CH:18]=[C:19]([NH2:23])[CH:20]=[CH:21][CH:22]=3)=[N:10][N:11]3[CH:16]=[CH:15][CH:14]=[CH:13][C:12]=23)[CH:5]=[CH:4][N:3]=1.[S:24]1[CH:28]=[CH:27][CH:26]=[C:25]1[CH2:29][C:30](Cl)=[O:31].[CH2:33](O)[C:34](N)([CH2:37][OH:38])[CH2:35]O>C1COCC1>[O:38]1[C:37]([C:34]2[CH:35]=[C:6]([NH:7][C:2]3[N:7]=[C:6]([C:8]4[C:9]([C:17]5[CH:18]=[C:19]([NH:23][C:30](=[O:31])[CH2:29][C:25]6[S:24][CH:28]=[CH:27][CH:26]=6)[CH:20]=[CH:21][CH:22]=5)=[N:10][N:11]5[CH:16]=[CH:15][CH:14]=[CH:13][C:12]=45)[CH:5]=[CH:4][N:3]=3)[CH:8]=[CH:12][CH:33]=2)=[CH:4][N:3]=[CH:2]1. Procedure details: To a stirred solution of {3-[3-(2-chloro-4-pyrimidinyl)pyrazolo[1,5-a]pyridin-2-yl]phenyl}amine (200 mg, 0.62 mmol) and TEA (64 mg, 0.63 mmol) in THF (25 mL) was added dropwise 2-thiopheneacetyl chloride (118 mg, 0.73 mmol). After stirring for 20 min., 15 min. LC/MS analysis indicated the reaction was complete and several equivalents of PS-trisamine were added and the mixture was stirred for 16 h followed by addition of 25 mg of TEA. The mixture was then filtered and the resin washed well with T... Reactants: solution, C[O-].[Na+] (sodium methoxide), C(CCCCCCCC)S (nonanethiol), ClCC#CCSCC(=O)OC (methyl 7-chloro-3-thia-5-heptynoate), O (water). The solvent is CO (methanol), CO (methanol), CO (methanol). Conditions: time 30 minute. Yields the product C(CSCC#CCSCCCCCCCCC)(=O)OC (methyl 3,8-dithia-5-heptadecynoate), oil. The yield is 64.0%. As a reaction SMILES: C[O-].[Na+].[CH2:4]([SH:13])[CH2:5][CH2:6][CH2:7][CH2:8][CH2:9][CH2:10][CH2:11][CH3:12].Cl[CH2:15][C:16]#[C:17][CH2:18][S:19][CH2:20][C:21]([O:23][CH3:24])=[O:22].O>CO>[C:21]([O:23][CH3:24])(=[O:22])[CH2:20][S:19][CH2:18][C:17]#[C:16][CH2:15][S:13][CH2:4][CH2:5][CH2:6][CH2:7][CH2:8][CH2:9][CH2:10][CH2:11][CH3:12] |f:0.1|. Procedure: 2 ml of a 30% solution of sodium methoxide in methanol were added to a solution of 2 ml of nonanethiol in a 20 ml methanol/5 ml THF mixture, under an inert atmosphere. The mixture was maintained under stirring for 30 min and then added to a solution of 2 g of methyl 7-chloro-3-thia-5-heptynoate in 20 ml of methanol, under an inert atmosphere. The mixture was maintained under stirring for 15 hours at room temperature and then the reaction medium was poured over 100 ml of acid water (98 ml of wate...